This data is from the Open Reaction Database (ORD), a public repository of structured organic reaction records. The task is: describe an organic reaction: reactants, conditions, products, and yield Product: C(C1=CC=CC=C1)O[C@H]([C@@H](CC1CCCCC1)O)C=C ((2R,3S)-3-benzyloxy-1-cyclohexyl-4-penten-2-ol). Procedure details: 146 mg of copper (I) iodide was suspended in THF, and 3.85 ml of cyclohexyl magnesium chloride (2M diethyl ether solution) was added thereto under an argon atmosphere at -78° C. The mixture was stirred at the same temperature for ten minutes. Then, a THF solution (5 ml) of 969 mg of (2R,3S)-3-benzyloxy-1,2-epoxy-4-pentene was dropwise added thereto 6yet a period of 10 minutes at -78° C. The mixture was stirred at -10° C. for two hours, and then poured into a saturated ammonium chloride aqueous s... Reagents/catalysts: [Cu]I (copper (I) iodide). Reaction SMILES: [CH:1]1([Mg]Cl)[CH2:6][CH2:5][CH2:4][CH2:3][CH2:2]1.[CH2:9]([O:16][C@@H:17]([CH:21]=[CH2:22])[C@@H:18]1[O:20][CH2:19]1)[C:10]1[CH:15]=[CH:14][CH:13]=[CH:12][CH:11]=1.[Cl-].[NH4+]>C1COCC1.[Cu]I>[CH2:9]([O:16][C@@H:17]([CH:21]=[CH2:22])[C@H:18]([OH:20])[CH2:19][CH:1]1[CH2:6][CH2:5][CH2:4][CH2:3][CH2:2]1)[C:10]1[CH:15]=[CH:14][CH:13]=[CH:12][CH:11]=1 |f:2.3|. Starting materials: C1(CCCCC1)[Mg]Cl (cyclohexyl magnesium chloride), [Cl-].[NH4+] (ammonium chloride), C(C1=CC=CC=C1)O[C@H]([C@H]1CO1)C=C ((2R,3S)-3-benzyloxy-1,2-epoxy-4-pentene). Solvent: C1CCOC1 (THF), C1CCOC1 (THF). Starting materials: CC1=C(C(=NO1)C1=CC=CC=C1)COC1=NC=C(C(=O)O)C=C1 (6-(5-methyl-3-phenyl-isoxazol-4-ylmethoxy)-nicotinic acid), S1CNCC1 (thiazolidine), O.ON1N=NC2=C1C=CC=C2 (1-hydroxybenzotriazole hydrate), C(C)N(C(C)C)C(C)C (N-ethyldiisopropylamine), N-(3-dimethylaminopropyl)-N′-ethylcarbodiimidazole hydrochloride. Run in C1CCOC1 (THF). Run at time 8 hour. Yields the product CC1=C(C(=NO1)C1=CC=CC=C1)COC1=CC=C(C=N1)C(=O)N1CSCC1 ([6-(5-Methyl-3-phenyl-isoxazol-4-ylmethoxy)-pyridin-3-yl]-thiazolidin-3-yl-methanone). The yield is 27.4%. RXN SMILES: [CH3:1][C:2]1[O:6][N:5]=[C:4]([C:7]2[CH:12]=[CH:11][CH:10]=[CH:9][CH:8]=2)[C:3]=1[CH2:13][O:14][C:15]1[CH:23]=[CH:22][C:18]([C:19]([OH:21])=O)=[CH:17][N:16]=1.[S:24]1[CH2:28][CH2:27][NH:26][CH2:25]1.O.ON1C2C=CC=CC=2N=N1.C(N(C(C)C)C(C)C)C>C1COCC1>[CH3:1][C:2]1[O:6][N:5]=[C:4]([C:7]2[CH:8]=[CH:9][CH:10]=[CH:11][CH:12]=2)[C:3]=1[CH2:13][O:14][C:15]1[N:16]=[CH:17][C:18]([C:19]([N:26]2[CH2:27][CH2:28][S:24][CH2:25]2)=[O:21])=[CH:22][CH:23]=1 |f:2.3|. Reported procedure: To a solution of 6-(5-methyl-3-phenyl-isoxazol-4-ylmethoxy)-nicotinic acid (200 mg, 0.65 mmol) and thiazolidine (0.65 mmol) in THF (6 mL) at 0° C. were added 1-hydroxybenzotriazole hydrate (100.8 mg, 0.65 mmol), N-ethyldiisopropylamine (281.7 μl, 1.613 mmol) and N-(3-dimethylaminopropyl)-N′-ethylcarbodiimidazole hydrochloride (126.2 mg, 0.65 mmol). The resulting reaction mixture was stirred overnight at room temperature. Concentration and purification by chromatography (SiO2, heptane:ethyl aceta... Starting materials: C=CCCC=C (1,5-hexadiene), COC(OC)[SiH3] (dimethoxymethylsilane). The reagents and catalysts are [H+].[H+].Cl[Pt-2](Cl)(Cl)(Cl)(Cl)Cl (chloroplatinic acid). Run in C(CCC)O (Butanol). The product is COC(OC)[SiH2]CCCCC(C)[SiH2]C(OC)OC (1,5-bis(dimethoxymethylsilyl)hexane). As a reaction SMILES: [CH2:1]=[CH:2][CH2:3][CH2:4][CH:5]=[CH2:6].[CH3:7][O:8][CH:9]([SiH3:12])[O:10][CH3:11]>[H+].[H+].Cl[Pt-2](Cl)(Cl)(Cl)(Cl)Cl.C(O)CCC>[CH3:7][O:8][CH:9]([SiH2:12][CH2:1][CH2:2][CH2:3][CH2:4][CH:5]([SiH2:12][CH:9]([O:10][CH3:11])[O:8][CH3:7])[CH3:6])[O:10][CH3:11] |f:2.3.4|. Procedure details: Butanol solution of chloroplatinic acid was added to 41.1 g of 1,5-hexadiene, and to this mixture, 106.2 g of dimethoxymethylsilane was gradually added dropwise. Due to the exothermic nature of the reaction, the speed of the dropwise addition was adjusted so that temperature of the reaction mixture was up to 80° C. After the completion of the dropwise addition, the mixture was distilled at reduced pressure under clean conditions as in the case of Synthetic Example 1 to obtain 1,5-bis(dimethoxyme... The reactants are CSc1cc2c(cc1C(F)(F)F)NCC2, O=C=Nc1ccccc1. Product: CSc1cc2c(cc1C(F)(F)F)N(C(=O)Nc1ccccc1)CC2. Reaction SMILES: [CH3:10][S:11][c:12]1[cH:13][c:14]2[c:18]([cH:19][c:20]1[C:21]([F:22])([F:23])[F:24])[NH:17][CH2:16][CH2:15]2.[O:1]=[C:2]=[N:3][c:4]1[cH:5][cH:6][cH:7][cH:8][cH:9]1>>[O:1]=[C:2]([NH:3][c:4]1[cH:5][cH:6][cH:7][cH:8][cH:9]1)[N:17]1[CH2:16][CH2:15][c:14]2[cH:13][c:12]([S:11][CH3:10])[c:20]([C:21]([F:22])([F:23])[F:24])[cH:19][c:18]21. Reactants: CC(C)=O, COc1ccc(C(O)c2ccccn2)cn1. Yields the product COc1ccc(C(=O)c2ccccn2)cn1. As a reaction SMILES: [CH3:17][C:18](=[O:19])[CH3:20].[CH3:1][O:2][c:3]1[n:4][cH:5][c:6]([CH:9]([OH:10])[c:11]2[n:12][cH:13][cH:14][cH:15][cH:16]2)[cH:7][cH:8]1>>[CH3:1][O:2][c:3]1[n:4][cH:5][c:6]([C:9](=[O:10])[c:11]2[n:12][cH:13][cH:14][cH:15][cH:16]2)[cH:7][cH:8]1. Reactants: C(C)C(CNC(=O)N)CCCC (N-(2-ethylhexyl)urea), C(CC(=O)O)(=O)O (malonic acid). Solvent: C(C)(=O)O (acetic acid). Conditions: time 4 hour. The product is C(C)C(CN1C(=O)NC(=O)CC1=O)CCCC (N-(2-ethylhexyl)barbituric acid). Isolated yield 77.0%. As a reaction SMILES: [CH2:1]([CH:3]([CH2:9][CH2:10][CH2:11][CH3:12])[CH2:4][NH:5][C:6]([NH2:8])=[O:7])[CH3:2].[C:13](O)(=[O:18])[CH2:14][C:15](O)=[O:16]>C(O)(=O)C>[CH2:1]([CH:3]([CH2:9][CH2:10][CH2:11][CH3:12])[CH2:4][N:5]1[C:13](=[O:18])[CH2:14][C:15](=[O:16])[NH:8][C:6]1=[O:7])[CH3:2]. Procedure details: A solution of 500 g of N-(2-ethylhexyl)urea and 36 g of malonic acid in 100 ml of acetic acid was heated at 80° C. and stirred for 4 hours. After allowing to cool, the acetic acid was removed under reduced pressure and extracted by adding 100 ml of water and 500 ml of chloroform. The organic phase was washed with a saturated aqueous solution of sodium hydrogen carbonate and then washed with a saturated aqueous sodium chloride solution, and dried with anhydrous magnesium sulfate. The chloroform w... Starting materials: resultant mixture, C=CC1=CC=CC=C1 (styrene), C(C)(=O)OC(COC)C (propyleneglycol monomethyl ether acetate), N(=NC(C#N)(C)C)C(C#N)(C)C (azobisisobutyronitrile), C(C=C)(=O)O (acrylic acid), resultant mixture, azoisobutyronitrile. Conditions: time 2 hour. Product: C(=CC1=CC=CC=C1)C=CC(=O)O (styrene-acrylic acid). Reaction SMILES: C(OC(C)COC)(=O)C.N(C(C)(C)C#N)=NC(C)(C)C#N.[CH2:22]=[CH:23][C:24]1[CH:29]=[CH:28][CH:27]=[CH:26][CH:25]=1.[C:30]([OH:34])(=[O:33])[CH:31]=[CH2:32]>>[CH:22]([CH:32]=[CH:31][C:30]([OH:34])=[O:33])=[CH:23][C:24]1[CH:29]=[CH:28][CH:27]=[CH:26][CH:25]=1. Reported procedure: 432 g of propyleneglycol monomethyl ether acetate and 13 g of azobisisobutyronitrile were poured into a five-necked reaction vessel having a capacity of one litter. Then, while introducing nitrogen gas into the reaction vessel, the resultant mixture was heated to 80° C. Then, a mixed liquid constituted by 98.9 g of styrene and 9.1 g of acrylic acid was added drop-wise to the above mixture taking two hours. 30 minutes after finishing of the dropping of the mixed liquid, 6.5 g of azoisobutyronitri... Reaction conditions: temperature -20 celsius, time 30 minute. Procedure: To a −78° C. solution of 1-benzenesulfonyl-5-fluoro-1H-indole (539 mg, 1.96 mmol) in 30 mL THF, t-BuLi (1.5 mL, 2.54 mmol) was slowly added. The reaction mixture was stirred for 30 minutes, then a solution of 4-formyl-4-propyl-piperidine-1-carboxylic acid tert-butyl ester (500 mg, 1.96 mmol) in 5 mL THF was added. The reaction was allowed to stir for 2 hours at −78° C. and was then warmed to −20° C. and quenched with a saturated aqueous solution of ammonium chloride. The reaction mixture was ext... Yields the product C(C)(C)(C)OC(=O)N1CCC(CC1)(CCC)C(O)C=1N(C2=CC=C(C=C2C1)F)S(=O)(=O)C1=CC=CC=C1 (4-[(1-benzenesulfonyl-5-fluoro-1H-indol-2-yl)-hydroxy-methyl]-4-propyl-piperidine-1-carboxylic acid tert-butyl ester). The reactants are C1(=CC=CC=C1)S(=O)(=O)N1C=CC2=CC(=CC=C12)F (1-benzenesulfonyl-5-fluoro-1H-indole), [Li]C(C)(C)C (t-BuLi), C(C)(C)(C)OC(=O)N1CCC(CC1)(CCC)C=O (4-formyl-4-propyl-piperidine-1-carboxylic acid tert-butyl ester). RXN SMILES: [C:1]1([S:7]([N:10]2[C:18]3[C:13](=[CH:14][C:15]([F:19])=[CH:16][CH:17]=3)[CH:12]=[CH:11]2)(=[O:9])=[O:8])[CH:6]=[CH:5][CH:4]=[CH:3][CH:2]=1.[Li]C(C)(C)C.[C:25]([O:29][C:30]([N:32]1[CH2:37][CH2:36][C:35]([CH:41]=[O:42])([CH2:38][CH2:39][CH3:40])[CH2:34][CH2:33]1)=[O:31])([CH3:28])([CH3:27])[CH3:26]>C1COCC1>[C:25]([O:29][C:30]([N:32]1[CH2:37][CH2:36][C:35]([CH:41]([C:11]2[N:10]([S:7]([C:1]3[CH:2]=[CH:3][CH:4]=[CH:5][CH:6]=3)(=[O:9])=[O:8])[C:18]3[C:13]([CH:12]=2)=[CH:14][C:15]([F:19])=[CH:16][CH:17]=3)[OH:42])([CH2:38][CH2:39][CH3:40])[CH2:34][CH2:33]1)=[O:31])([CH3:27])([CH3:28])[CH3:26]. Yield: 30.6%. Solvent: C1CCOC1 (THF), C1CCOC1 (THF). Reactants: CC(=O)OCC1OC(c2ccc(C)c(Cc3ccc(Br)s3)c2)C(OC(C)=O)C(OC(C)=O)C1OC(C)=O, CCCC[Sn](CCCC)(CCCC)c1ccc(C#N)nc1, CN1CCCC1=O, CCOC(C)=O, [Cu]I, O, Cl[Pd]Cl, c1ccc(P(c2ccccc2)c2ccccc2)cc1, c1ccc(P(c2ccccc2)c2ccccc2)cc1. The product is CC(=O)OCC1OC(c2ccc(C)c(Cc3ccc(-c4ccc(C#N)nc4)s3)c2)C(OC(C)=O)C(OC(C)=O)C1OC(C)=O. As a reaction SMILES: [C:1]([CH3:2])(=[O:3])[O:4][CH:5]1[CH:6]([c:24]2[cH:25][c:26]([CH2:31][c:32]3[s:33][c:34]([Br:37])[cH:35][cH:36]3)[c:27]([CH3:30])[cH:28][cH:29]2)[O:7][CH:8]([CH2:19][O:20][C:21]([CH3:22])=[O:23])[CH:9]([O:15][C:16]([CH3:17])=[O:18])[CH:10]1[O:11][C:12]([CH3:13])=[O:14].[CH2:38]([Sn:39]([CH2:40][CH2:41][CH2:42][CH3:51])([c:43]1[cH:44][cH:45][c:46]([C:49]#[N:50])[n:47][cH:48]1)[CH2:52][CH2:53][CH2:54][CH3:55])[CH2:56][CH2:57][CH3:58].[CH3:59][N:60]1[CH2:61][CH2:62][CH2:63][C:64]1=[O:65].[CH3:66][CH2:67][O:68][C:69](=[O:70])[CH3:71].[Cu:114][I:115].[OH2:72].[Pd:73]([Cl:74])[Cl:75].[c:76]1([P:77]([c:78]2[cH:79][cH:80][cH:81][cH:82][cH:83]2)[c:84]2[cH:85][cH:86][cH:87][cH:88][cH:89]2)[cH:90][cH:91][cH:92][cH:93][cH:94]1.[c:95]1([P:96]([c:97]2[cH:98][cH:99][cH:100][cH:101][cH:102]2)[c:103]2[cH:104][cH:105][cH:106][cH:107][cH:108]2)[cH:109][cH:110][cH:111][cH:112][cH:113]1>>[C:1]([CH3:2])(=[O:3])[O:4][CH:5]1[CH:6]([c:24]2[cH:25][c:26]([CH2:31][c:32]3[s:33][c:34](-[c:43]4[cH:44][cH:45][c:46]([C:49]#[N:50])[n:47][cH:48]4)[cH:35][cH:36]3)[c:27]([CH3:30])[cH:28][cH:29]2)[O:7][CH:8]([CH2:19][O:20][C:21]([CH3:22])=[O:23])[CH:9]([O:15][C:16]([CH3:17])=[O:18])[CH:10]1[O:11][C:12]([CH3:13])=[O:14]. Starting materials: BrC1=CC(=C(C(=O)OC)C=C1)CN1N=C(N(C1=O)CC(C(F)(F)F)O)C1=CC=C(C=C1)Cl (Methyl 4-bromo-2-{[3-(4-chlorophenyl)-5-oxo-4-(3,3,3-trifluoro-2-hydroxypropyl)-4,5-dihydro-1H-1,2,4-triazol-1-yl]methyl}benzoate), ClC1=C(C=CC=C1)B(O)O (2-chlorophenylboronic acid). Procedure details: Analogously to the preparation of Example 122, 265 mg (0.50 mmol) of the compound from Example 104A were reacted with 194 mg (0.74 mmol) of 2-chlorophenylboronic acid. This gave 54 mg (19% of theory) of the target compound of a purity of 98% and 167 mg (49% of theory) of a purity of 83%. As a reaction SMILES: Br[C:2]1[CH:11]=[CH:10][C:5]([C:6]([O:8][CH3:9])=[O:7])=[C:4]([CH2:12][N:13]2[C:17](=[O:18])[N:16]([CH2:19][CH:20]([OH:25])[C:21]([F:24])([F:23])[F:22])[C:15]([C:26]3[CH:31]=[CH:30][C:29]([Cl:32])=[CH:28][CH:27]=3)=[N:14]2)[CH:3]=1.[Cl:33][C:34]1[CH:39]=[CH:38][CH:37]=[CH:36][C:35]=1B(O)O>>[Cl:33][C:34]1[CH:39]=[CH:38][CH:37]=[CH:36][C:35]=1[C:2]1[CH:11]=[CH:10][C:5]([C:6]([O:8][CH3:9])=[O:7])=[C:4]([CH2:12][N:13]2[C:17](=[O:18])[N:16]([CH2:19][CH:20]([OH:25])[C:21]([F:23])([F:22])[F:24])[C:15]([C:26]3[CH:27]=[CH:28][C:29]([Cl:32])=[CH:30][CH:31]=3)=[N:14]2)[CH:3]=1. Yields the product ClC1=C(C=CC=C1)C1=CC(=C(C=C1)C(=O)OC)CN1N=C(N(C1=O)CC(C(F)(F)F)O)C1=CC=C(C=C1)Cl (Methyl 2′-chloro-3-{[3-(4-chlorophenyl)-5-oxo-4-(3,3,3-trifluoro-2-hydroxypropyl)-4,5-dihydro-1H-1,2,4-triazol-1-yl]methyl}biphenyl-4-carboxylate).